From a dataset of the Open Reaction Database (ORD), a public repository of structured organic reaction records. describe an organic reaction: reactants, conditions, products, and yield The reactants are C[N+]1(CCOCC1)[O-] (N-methylmorpholine-N-oxide), ClC1=C(C=CC=C1)\C=C\COCOC ((E)-1-chloro-2-(3-(methoxymethoxy)prop-1-enyl)benzene), CC(=O)C.CC(C)(C)O.O (acetone t-BuOH H2O). Reagents/catalysts: O=[Os](=O)(=O)=O (OsO4). Run in mixture. Reaction conditions: time 2.5 hour. Yields the product ClC1=C(C=CC=C1)C(C(COCOC)O)O (1-(2-chlorophenyl)-3-(methoxymethoxy)propane-1,2-diol). The yield is 70.0%. RXN SMILES: [Cl:1][C:2]1[CH:7]=[CH:6][CH:5]=[CH:4][C:3]=1/C=C/COCOC.C[N+]1([O-])CC[O:19][CH2:18]C1.[CH3:23][C:24]([CH3:26])=[O:25].C[C:28]([OH:31])(C)C.[OH2:32]>O=[Os](=O)(=O)=O>[Cl:1][C:2]1[CH:3]=[CH:4][CH:5]=[CH:6][C:7]=1[CH:23]([OH:32])[CH:24]([OH:25])[CH2:26][O:19][CH2:18][O:31][CH3:28] |f:2.3.4|. Procedure: (E)-1-chloro-2-(3-(methoxymethoxy)prop-1-enyl)benzene (9.1 g, Preparation Example 2) was dissolved in 45 mL of a mixture of acetone/t-BuOH/H2O (5:1:1 V/V). At room temperature, N-methylmorpholine-N-oxide (7.51 g) and OsO4 (0.54 g) were added thereto and stirred for 2-3 hours. When the reaction was completed, the obtained product was washed with water and methylenechloride (MC). Then, the organic layer was dehydrated with anhydrous magnesium sulfate (MgSO4), filtrated, and concentrated under redu... Reactants: BrC1=CC=C(C=C1)C(CCCCN1CCC(CC1)C=1C=C(C=CC1)NC(C(C)C)=O)=O (N-(3-{1-[5-(4-bromophenyl)-5-oxopentyl]-4-piperidinyl}phenyl)-2-methylpropanamide), Cl.C1(=CC=CC2=CC=CC=C12)NN (1-naphthylhydrazine hydrochloride). The product is BrC1=CC=C(C=C1)C=1NC2=C3C(=CC=C2C1CCCN1CCC(CC1)C=1C=C(C=CC1)NC(C(C)C)=O)C=CC=C3 (N-[3-(1-{3-[2-(4-BROMOPHENYL)-1H-BENZO[G]INDOL-3-YL]PROPYL}-4-PIPERIDINYL)PHENYL]-2-METHYLPROPANAMIDE). As a reaction SMILES: [Br:1][C:2]1[CH:7]=[CH:6][C:5]([C:8](=O)[CH2:9][CH2:10][CH2:11][CH2:12][N:13]2[CH2:18][CH2:17][CH:16]([C:19]3[CH:20]=[C:21]([NH:25][C:26](=[O:30])[CH:27]([CH3:29])[CH3:28])[CH:22]=[CH:23][CH:24]=3)[CH2:15][CH2:14]2)=[CH:4][CH:3]=1.Cl.[C:33]1([NH:43]N)[C:42]2[C:37](=[CH:38][CH:39]=[CH:40][CH:41]=2)[CH:36]=[CH:35][CH:34]=1>>[Br:1][C:2]1[CH:7]=[CH:6][C:5]([C:8]2[NH:43][C:33]3[C:34]([C:9]=2[CH2:10][CH2:11][CH2:12][N:13]2[CH2:18][CH2:17][CH:16]([C:19]4[CH:20]=[C:21]([NH:25][C:26](=[O:30])[CH:27]([CH3:29])[CH3:28])[CH:22]=[CH:23][CH:24]=4)[CH2:15][CH2:14]2)=[CH:35][CH:36]=[C:37]2[CH:38]=[CH:39][CH:40]=[CH:41][C:42]=32)=[CH:4][CH:3]=1 |f:1.2|. Procedure: Prepared by Procedure E and Scheme M using N-(3-{1-[5-(4-bromophenyl)-5-oxopentyl]-4-piperidinyl}phenyl)-2-methylpropanamide and 1-naphthylhydrazine hydrochloride: ESMS m/e: 608.0 (M+H)+. Starting materials: C([O-])([O-])=O.[K+].[K+] (potassium carbonate), OC1=NOC(=C1)C1=CC=CC=C1 (3-hydroxy-5-phenyl-isoxazole), COC=1C=C(C=CC1OC)CCN(C)CCCCl (3-[N-(2-(3,4-dimethoxyphenyl)-ethyl)-N-methylamino]-propyl chloride). Solvent: CN(C=O)C (dimethylformamide). Reaction conditions: temperature 100 celsius, time 4 hour. Product: COC=1C=C(C=CC1OC)CCN(C)CCCOC1=NOC(=C1)C1=CC=CC=C1 (3-{3-[N-(2-(3,4-Dimethoxyphenyl)-ethyl)-N-methylamino]-propyloxy)-5-phenyl-isoxazole). Yield: 56.1%. As a reaction SMILES: [OH:1][C:2]1[CH:6]=[C:5]([C:7]2[CH:12]=[CH:11][CH:10]=[CH:9][CH:8]=2)[O:4][N:3]=1.C(=O)([O-])[O-].[K+].[K+].[CH3:19][O:20][C:21]1[CH:22]=[C:23]([CH2:29][CH2:30][N:31]([CH2:33][CH2:34][CH2:35]Cl)[CH3:32])[CH:24]=[CH:25][C:26]=1[O:27][CH3:28]>CN(C)C=O>[CH3:19][O:20][C:21]1[CH:22]=[C:23]([CH2:29][CH2:30][N:31]([CH2:33][CH2:34][CH2:35][O:1][C:2]2[CH:6]=[C:5]([C:7]3[CH:12]=[CH:11][CH:10]=[CH:9][CH:8]=3)[O:4][N:3]=2)[CH3:32])[CH:24]=[CH:25][C:26]=1[O:27][CH3:28] |f:1.2.3|. Procedure: 3.5 g of 3-hydroxy-5-phenyl-isoxazole were dissolved in 100 ml of dimethylformamide. The solution was reacted with 3 g of finely powdered potassium carbonate and the reaction mixture was heated for 15 minutes at 100° C. in a nitrogen atmosphere. Then 5.8 g of 3-[N-(2-(3,4-dimethoxyphenyl)-ethyl)-N-methylamino]-propyl chloride were added batchwise. The reaction mixture was stirred for 4 hours at 100° C., after which the salts that formed were filtered off, the filtrate was concentrated to dryness... The reactants are CS(=O)(=O)Cl, ClCCl, COc1ccc(CO)cc1F. Yields the product COc1ccc(CCl)cc1F. Reaction SMILES: [CH3:12][S:13]([Cl:14])(=[O:15])=[O:16].[Cl:17][CH2:18][Cl:19].[F:1][c:2]1[cH:3][c:4]([CH2:5][OH:6])[cH:7][cH:8][c:9]1[O:10][CH3:11]>>[F:1][c:2]1[cH:3][c:4]([CH2:5][Cl:14])[cH:7][cH:8][c:9]1[O:10][CH3:11]. Reactants: CCOC(C)=O, O=C(O)c1ccc(Cl)s1, NCc1ccn(-c2ccc(I)cc2)n1, CN(C)C=O, O. Product: O=C(NCc1ccn(-c2ccc(I)cc2)n1)c1ccc(Cl)s1. As a reaction SMILES: [CH3:25][CH2:26][O:27][C:28]([CH3:29])=[O:30].[Cl:1][c:2]1[cH:3][cH:4][c:5]([C:7](=[O:8])[OH:9])[s:6]1.[I:10][c:11]1[cH:12][cH:13][c:14](-[n:17]2[n:18][c:19]([CH2:22][NH2:23])[cH:20][cH:21]2)[cH:15][cH:16]1.[O:31]=[CH:32][N:33]([CH3:34])[CH3:35].[OH2:24]>>[Cl:1][c:2]1[cH:3][cH:4][c:5]([C:7](=[O:9])[NH:23][CH2:22][c:19]2[n:18][n:17](-[c:14]3[cH:13][cH:12][c:11]([I:10])[cH:16][cH:15]3)[cH:21][cH:20]2)[s:6]1.